From a dataset of the Open Reaction Database (ORD), a public repository of structured organic reaction records. describe an organic reaction: reactants, conditions, products, and yield The reactants are COC=1C=C2CC(C(=CC2=CC1)C1=C(C=CC=C1)N)(C)C (2-(6-methoxy-3,3-dimethyl-3,4-dihydronaphthalen-2-yl)phenylamine), Cl.N1(CCCCCC1)CCOC1=CC=C(C(=O)O)C=C1 (4-(2-azepan-1-ylethoxy)benzoic acid hydrochloride), N1(CCCCCC1)CCOC1=CC=C(CNC2=C(C=CC=C2)C2=CC3=CC=C(C=C3CC2(C)C)OC)C=C1 ([4-(2-azepan-1-ylethoxy)benzyl][2-(6-methoxy-3,3-dimethyl-3,4-dihydronaphthalen-2-yl)phenyl]amine). Yields the product N1(CCCCCC1)CCOC1=CC=C(CN(C2=C(C=CC=C2)C2=CC3=CC=C(C=C3CC2(C)C)OC)CC)C=C1 ([4-(2-azepan-1-ylethoxy)benzyl]ethyl[2-(6-methoxy-3,3-dimethyl-3,4-dihydronaphthalen-2-yl)phenyl]amine). RXN SMILES: COC1C=C2C(=CC=1)C=C(C1C=CC=CC=1N)C(C)(C)C2.Cl.[N:23]1([CH2:30][CH2:31][O:32][C:33]2[CH:41]=[CH:40][C:36]([C:37](O)=O)=[CH:35][CH:34]=2)[CH2:29][CH2:28][CH2:27][CH2:26][CH2:25][CH2:24]1.N1(CCOC2C=C[C:55]([CH2:56][NH:57][C:58]3[CH:63]=[CH:62][CH:61]=[CH:60][C:59]=3[C:64]3[C:73]([CH3:75])([CH3:74])[CH2:72][C:71]4[C:66](=[CH:67][CH:68]=[C:69]([O:76][CH3:77])[CH:70]=4)[CH:65]=3)=CC=2)CCCCCC1>>[N:23]1([CH2:30][CH2:31][O:32][C:33]2[CH:41]=[CH:40][C:36]([CH2:37][N:57]([CH2:56][CH3:55])[C:58]3[CH:63]=[CH:62][CH:61]=[CH:60][C:59]=3[C:64]3[C:73]([CH3:74])([CH3:75])[CH2:72][C:71]4[C:66](=[CH:67][CH:68]=[C:69]([O:76][CH3:77])[CH:70]=4)[CH:65]=3)=[CH:35][CH:34]=2)[CH2:29][CH2:28][CH2:27][CH2:26][CH2:25][CH2:24]1 |f:1.2|. Procedure: Synthesized from 2-(6-methoxy-3,3-dimethyl-3,4-dihydronaphthalen-2-yl)phenylamine and 4-(2-azepan-1-ylethoxy)benzoic acid hydrochloride according to an analogous synthetic method to Example 152, [4-(2-azepan-1-ylethoxy)benzyl][2-(6-methoxy-3,3-dimethyl-3,4-dihydronaphthalen-2-yl)phenyl]amine (451 mg) was used according to an analogous synthetic method to Example 36 to provide [4-(2-azepan-1-ylethoxy)benzyl]ethyl[2-(6-methoxy-3,3-dimethyl-3,4-dihydronaphthalen-2-yl)phenyl]amine (423 mg). This com... The product is C(C1=CC=CC=C1)[C@H]1N(CC[C@@H](C1)NCC1=CC=NC2=CC=CC=C12)C(=O)OCC1=CC=CC=C1 ((2R*,4S*)-2-benzyl-1-(benzyloxycarbonyl)-N-(4-quinolylmethyl)-4-piperidinamine). Reaction SMILES: [CH2:1]([C@@H:8]1[CH2:13][C@@H:12]([N:14]([CH2:21][C:22]2[C:31]3[C:26](=[CH:27][CH:28]=[CH:29][CH:30]=3)[N:25]=[CH:24][CH:23]=2)C(=O)C(F)(F)F)[CH2:11][CH2:10][N:9]1[C:32]([O:34][CH2:35][C:36]1[CH:41]=[CH:40][CH:39]=[CH:38][CH:37]=1)=[O:33])[C:2]1[CH:7]=[CH:6][CH:5]=[CH:4][CH:3]=1.[BH4-].[Na+]>>[CH2:1]([C@@H:8]1[CH2:13][C@@H:12]([NH:14][CH2:21][C:22]2[C:31]3[C:26](=[CH:27][CH:28]=[CH:29][CH:30]=3)[N:25]=[CH:24][CH:23]=2)[CH2:11][CH2:10][N:9]1[C:32]([O:34][CH2:35][C:36]1[CH:41]=[CH:40][CH:39]=[CH:38][CH:37]=1)=[O:33])[C:2]1[CH:7]=[CH:6][CH:5]=[CH:4][CH:3]=1 |f:1.2|. Procedure details: 80 mg (0.142 mmol) of (2R*,4S*)-2-benzyl-1-(benzyloxycarbonyl)-N-(4-quinolylmethyl)-N-trifluoroacetyl-4-piperidinamine are reacted with 22 mg (0.57 mmol) of sodium borohydride in analogy to Example 2. The title compound ##STR36## is obtained as colourless oil. TLC: methylene chloride/methanol/conc. ammonia (700:50:1) Rf =0.43, FD-MS: M+ =465. The reactants are C(C1=CC=CC=C1)[C@H]1N(CC[C@@H](C1)N(C(C(F)(F)F)=O)CC1=CC=NC2=CC=CC=C12)C(=O)OCC1=CC=CC=C1 ((2R*,4S*)-2-benzyl-1-(benzyloxycarbonyl)-N-(4-quinolylmethyl)-N-trifluoroacetyl-4-piperidinamine), [BH4-].[Na+] (sodium borohydride). Reactants: N(N)C=1N=NC(=C(N1)C)C1=CC=CC=C1 (3-hydrazino-5-methyl-6-phenyl-1,2,4-triazine), C(CC)=O (propionaldehyde). The reagents and catalysts are Cl (hydrochloric acid). Run in CO (methanol). Reaction conditions: time 5 minute. Product: CC=1N=C(N=NC1C1=CC=CC=C1)NN=CCC (5-methyl-6-phenyl-3-(2-propylidenehydrazino)-1,2,4-triazine). RXN SMILES: [NH:1]([C:3]1[N:4]=[N:5][C:6]([C:10]2[CH:15]=[CH:14][CH:13]=[CH:12][CH:11]=2)=[C:7]([CH3:9])[N:8]=1)[NH2:2].[CH:16](=O)[CH2:17][CH3:18]>Cl.CO>[CH3:9][C:7]1[N:8]=[C:3]([NH:1][N:2]=[CH:16][CH2:17][CH3:18])[N:4]=[N:5][C:6]=1[C:10]1[CH:11]=[CH:12][CH:13]=[CH:14][CH:15]=1. Procedure details: C.hydrochloric acid (1 drop) was added to a stirred solution of 3-hydrazino-5-methyl-6-phenyl-1,2,4-triazine (4.12 g) and propionaldehyde (4 ml) in methanol (15 ml) at room temperature, and the stirring was continued for 5 minutes. The reaction mixture was evaporated and the resultant residue was triturated with diethyl ether. The precipitates were collected by filtration to give 5-methyl-6-phenyl-3-(2-propylidenehydrazino)-1,2,4-triazine (3.89 g). Starting materials: CCO, CC(c1cc2c(Cl)cccc2nc1-c1ccccn1)N1C(=O)c2ccccc2C1=O, NN, O. The product is CC(N)c1cc2c(Cl)cccc2nc1-c1ccccn1. RXN SMILES: [CH3:34][CH2:35][OH:36].[Cl:1][c:2]1[c:3]2[cH:4][c:5]([CH:18]([CH3:19])[N:20]3[C:21](=[O:22])[c:23]4[c:24]([cH:25][cH:26][cH:27][cH:28]4)[C:29]3=[O:30])[c:6](-[c:12]3[n:13][cH:14][cH:15][cH:16][cH:17]3)[n:7][c:8]2[cH:9][cH:10][cH:11]1.[NH2:32][NH2:33].[OH2:31]>>[Cl:1][c:2]1[c:3]2[cH:4][c:5]([CH:18]([CH3:19])[NH2:20])[c:6](-[c:12]3[n:13][cH:14][cH:15][cH:16][cH:17]3)[n:7][c:8]2[cH:9][cH:10][cH:11]1.